Dataset: the Open Reaction Database (ORD), a public repository of structured organic reaction records. Task: describe an organic reaction: reactants, conditions, products, and yield Reactants: COC(=O)C(Cl)CSCC(N)=O, Cl, Cc1ccc(S(=O)(=O)Cl)cc1, c1ccncc1. The product is COC(=O)C(Cl)CSCC#N. RXN SMILES: [Cl:12][CH:13]([CH2:14][S:15][CH2:16][C:17](=[O:18])[NH2:19])[C:20](=[O:21])[O:22][CH3:23].[ClH:24].[S:1]([Cl:2])([c:3]1[cH:4][cH:5][c:6]([CH3:7])[cH:8][cH:9]1)(=[O:10])=[O:11].[cH:25]1[cH:26][cH:27][n:28][cH:29][cH:30]1>>[Cl:12][CH:13]([CH2:14][S:15][CH2:16][C:17]#[N:19])[C:20](=[O:21])[O:22][CH3:23].